This data is from the Open Reaction Database (ORD), a public repository of structured organic reaction records. The task is: describe an organic reaction: reactants, conditions, products, and yield The reactants are O.NN (Hydrazine monohydrate), FC1=C(C=CC=C1F)[C@@H]1CC[C@H](C(NC1)=S)NC(=O)N1CCC(CC1)N1C(NC2=NC=CC=C21)=O (N-[(3R,6S)-6-(2,3-difluorophenyl)-2-thioxoazepan-3-yl]-4-(2-oxo-2,3-dihydro-1H-imidazo[4,5-b]pyridin-1-yl)piperidine-1-carboxamide). Run in CO (methanol). Conditions: time 30 minute. Product: FC1=C(C=CC=C1F)[C@@H]1CC[C@H](C(NC1)=NN)NC(=O)N1CCC(CC1)N1C(NC2=NC=CC=C21)=O (N-[(3R,6S)-6-(2,3-Difluorophenyl)-2-hydrazonoazepan-3-yl]-4-(2-oxo-2,3-dihydro-1H-imidazo[4,5-b]pyridin-1-yl)piperidine-1-carboxamide). Yield: 103.3%. As a reaction SMILES: O.[NH2:2][NH2:3].[F:4][C:5]1[C:10]([F:11])=[CH:9][CH:8]=[CH:7][C:6]=1[C@H:12]1[CH2:18][NH:17][C:16](=S)[C@H:15]([NH:20][C:21]([N:23]2[CH2:28][CH2:27][CH:26]([N:29]3[C:37]4[C:32](=[N:33][CH:34]=[CH:35][CH:36]=4)[NH:31][C:30]3=[O:38])[CH2:25][CH2:24]2)=[O:22])[CH2:14][CH2:13]1>CO>[F:4][C:5]1[C:10]([F:11])=[CH:9][CH:8]=[CH:7][C:6]=1[C@H:12]1[CH2:18][NH:17][C:16](=[N:2][NH2:3])[C@H:15]([NH:20][C:21]([N:23]2[CH2:28][CH2:27][CH:26]([N:29]3[C:37]4[C:32](=[N:33][CH:34]=[CH:35][CH:36]=4)[NH:31][C:30]3=[O:38])[CH2:25][CH2:24]2)=[O:22])[CH2:14][CH2:13]1 |f:0.1|. Reported procedure: Hydrazine monohydrate (1.46 mL, 30.1 mmol) was added to a solution of N-[(3R,6S)-6-(2,3-difluorophenyl)-2-thioxoazepan-3-yl]-4-(2-oxo-2,3-dihydro-1H-imidazo[4,5-b]pyridin-1-yl)piperidine-1-carboxamide (502 mg, 1.00 mmol) in methanol (20 mL). After 30 min, the reaction was concentrated. Saturated aqueous sodium bicarbonate was added and the mixture was extracted with dichloromethane (3×). The combined organic extracts were dried over sodium sulfate, filtered, and concentrated to give the title co... The reactants are CC(=O)OC(C)=O, CC#N, O=C1CCNc2ccccc2CN1. RXN SMILES: [CH3:14][C:15](=[O:16])[O:17][C:18](=[O:19])[CH3:20].[CH3:21][C:22]#[N:23].[NH:1]1[c:2]2[c:3]([cH:10][cH:11][cH:12][cH:13]2)[CH2:4][NH:5][C:6](=[O:9])[CH2:7][CH2:8]1>>[N:1]1([C:15]([CH3:14])=[O:16])[c:2]2[c:3]([cH:10][cH:11][cH:12][cH:13]2)[CH2:4][NH:5][C:6](=[O:9])[CH2:7][CH2:8]1. Yields the product CC(=O)N1CCC(=O)NCc2ccccc21. Reactants: C1(=CC=CC=C1)C=1C=C(N=NC1)N1CCOCC1 (4-(5-phenylpyridazin-3-yl)morpholine), C1(CCCC1)COS(=O)(=O)C (methanesulfonic acid cyclopentylmethyl ester), C(#CC(=O)OCC)C(=O)OCC (Diethyl acetylenedicarboxylate), solution, CCCC[N+](CCCC)(CCCC)CCCC.[F-] (TBAF). Solvent: CCO (EtOH), CC#N (CH3CN), C1CCOC1 (THF), C1CCOC1 (THF). Product: C(C)OC(=O)C=1C(=C(N2N=C(C=C(C21)C2=CC=CC=C2)N2CCOCC2)C2CCCC2)C(=O)OCC (7-Cyclopentyl-2-morpholin-4-yl-4-phenyl-pyrrolo[1,2-b]pyridazine-5,6-dicarboxylic acid diethyl ester). As a reaction SMILES: [C:1]1([C:7]2[CH:8]=[C:9]([N:13]3[CH2:18][CH2:17][O:16][CH2:15][CH2:14]3)[N:10]=[N:11][CH:12]=2)[CH:6]=[CH:5][CH:4]=[CH:3][CH:2]=1.[CH:19]1([CH2:24]OS(C)(=O)=O)[CH2:23][CH2:22][CH2:21][CH2:20]1.[C:30]([C:37]([O:39][CH2:40][CH3:41])=[O:38])#[C:31][C:32]([O:34][CH2:35][CH3:36])=[O:33].CCCC[N+](CCCC)(CCCC)CCCC.[F-]>CC#N.C1COCC1.CCO>[CH2:40]([O:39][C:37]([C:30]1[C:31]([C:32]([O:34][CH2:35][CH3:36])=[O:33])=[C:24]([CH:19]2[CH2:20][CH2:21][CH2:22][CH2:23]2)[N:11]2[C:12]=1[C:7]([C:1]1[CH:2]=[CH:3][CH:4]=[CH:5][CH:6]=1)=[CH:8][C:9]([N:13]1[CH2:18][CH2:17][O:16][CH2:15][CH2:14]1)=[N:10]2)=[O:38])[CH3:41] |f:3.4|. Procedure: A solution of 4-(5-phenylpyridazin-3-yl)morpholine (150 mg, 0.622 mmol) and methanesulfonic acid cyclopentylmethyl ester (Newcomb et al. (1980) J. Org. Chem. 45:1707-1708) (890 mg, 4.99 mmol) in CH3CN (30 mL) was heated at reflux for 48 h. The solvent was removed in vacuo to provide a brown oil. Diethyl acetylenedicarboxylate (150 μL, 0.933 mmol) and a 1M solution of TBAF in THF (684 μL, 0.684 mmol) were added to a solution of this oil in THF (30 mL) and EtOH (5 mL). The reaction mixture was hea... The reactants are Brc1ccc2cnn(C3CCCC3)c2c1, [Li]CCCC, CN(C)C=O, C1CCOC1. The product is O=Cc1ccc2cnn(C3CCCC3)c2c1. Reaction SMILES: [Br:1][c:2]1[cH:3][cH:4][c:5]2[cH:6][n:7][n:8]([CH:11]3[CH2:12][CH2:13][CH2:14][CH2:15]3)[c:9]2[cH:10]1.[CH2:16]([Li:17])[CH2:18][CH2:19][CH3:20].[CH3:21][N:22]([CH:23]=[O:24])[CH3:25].[O:26]1[CH2:27][CH2:28][CH2:29][CH2:30]1>>[c:2]1([CH:23]=[O:24])[cH:3][cH:4][c:5]2[cH:6][n:7][n:8]([CH:11]3[CH2:12][CH2:13][CH2:14][CH2:15]3)[c:9]2[cH:10]1. Starting materials: ClC=1C(=NC(=NC1)NC1=C(C=C(C(=C1)[N+](=O)[O-])N(C)CCN(C)C)OC)C1=CN(C2=CC=CC=C12)C (N-[5-chloro-4-(1-methylindol-3-yl)pyrimidin-2-yl]-N′-(2-dimethylamino-ethyl)-2-methoxy-N′-methyl-5-nitrobenzene-1,4-diamine), ClC=1C(=NC(=NC1)NC1=C(C=C(C(=C1)[N+](=O)[O-])N(C)CCN(C)C)OC)C1=CN(C2=CC=CC=C12)C (N-[5-chloro-4-(1-methylindol-3-yl)pyrimidin-2-yl]-N′-(2-dimethylamino-ethyl)-2-methoxy-N′-methyl-5-nitrobenzene-1,4-diamine), [NH4+].[Cl-] (NH4Cl). Reagents/catalysts: [Fe] (iron). Run in C(C)O (ethanol), O (water), C(C)OCC (diethyl ether). Conditions: time 0.25 hour. Yields the product ClC=1C(=NC(=NC1)NC=1C=C(C(=CC1OC)N(C)CCN(C)C)N)C1=CN(C2=CC=CC=C12)C (N4-[5-Chloro-4-(1-methylindol-3-yl)pyrimidin-2-yl]-N1-(2-dimethylaminoethyl)-5-methoxy-N1-methylbenzene-1,2,4-triamine). The yield is 78.9%. As a reaction SMILES: [Cl:1][C:2]1[C:3]([C:27]2[C:35]3[C:30](=[CH:31][CH:32]=[CH:33][CH:34]=3)[N:29]([CH3:36])[CH:28]=2)=[N:4][C:5]([NH:8][C:9]2[CH:14]=[C:13]([N+:15]([O-])=O)[C:12]([N:18]([CH2:20][CH2:21][N:22]([CH3:24])[CH3:23])[CH3:19])=[CH:11][C:10]=2[O:25][CH3:26])=[N:6][CH:7]=1.[NH4+].[Cl-]>C(O)C.O.C(OCC)C.[Fe]>[Cl:1][C:2]1[C:3]([C:27]2[C:35]3[C:30](=[CH:31][CH:32]=[CH:33][CH:34]=3)[N:29]([CH3:36])[CH:28]=2)=[N:4][C:5]([NH:8][C:9]2[CH:14]=[C:13]([NH2:15])[C:12]([N:18]([CH2:20][CH2:21][N:22]([CH3:23])[CH3:24])[CH3:19])=[CH:11][C:10]=2[O:25][CH3:26])=[N:6][CH:7]=1 |f:1.2|. Procedure: A mixture of N-[5-chloro-4-(1-methylindol-3-yl)pyrimidin-2-yl]-N′-(2-dimethylamino-ethyl)-2-methoxy-N′-methyl-5-nitrobenzene-1,4-diamine (Intermediate 98, 553 mg, 1.08 mmol), iron (363 mg, 6.51 mmol) and NH4Cl (43.5 mg, 0.81 mmol) in ethanol (23 mL) and water (7.67 mL) were heated at reflux for 1.5 h. The mixture was then cooled and concentrated in vacuo. The resulting residue was dissolved in CH2Cl2 (100 mL) and CH3OH (10 mL) and this mixture was stirred for 0.25 h and then filtered. The filter... Reactants: C1(CCCCC1)C[C@H]1[C@H](C[C@H](C(N1)=O)C(C)C)O ((3S,5S,6S)-6-Cyclohexylmethyl-5-hydroxy-3-isopropylpiperidin-2-one), C(C1=CC=CC=C1)[C@@H]1C(N[C@H]([C@H](C1)O)CC1=CC=CC=C1)=O ((3S,5S,6S)-3,6-Dibenzyl-5-hydroxypiperidin-2-one). Product: N[C@H]([C@@H]1C[C@@H](C(=O)O1)CC1=CC=CC=C1)CC1=CC=CC=C1 ((2S,4S,5S) 5-Amino-2-benzyl-6-phenyl-4-hexanolide). Reaction SMILES: C1(C[C@@H]2NC(=O)[C@H](C(C)C)C[C@@H]2O)CCCCC1.[CH2:19]([C@H:26]1[CH2:31][C@H:30]([OH:32])[C@H:29]([CH2:33][C:34]2[CH:39]=[CH:38][CH:37]=[CH:36][CH:35]=2)[NH:28][C:27]1=[O:40])[C:20]1[CH:25]=[CH:24][CH:23]=[CH:22][CH:21]=1>>[NH2:28][C@@H:29]([CH2:33][C:34]1[CH:39]=[CH:38][CH:37]=[CH:36][CH:35]=1)[C@H:30]1[O:32][C:27](=[O:40])[C@@H:26]([CH2:19][C:20]2[CH:25]=[CH:24][CH:23]=[CH:22][CH:21]=2)[CH2:31]1. Reported procedure: Following the procedure described in Example 7 and replacing the product of Example 6 with the product of Example 9 provides the title product. Starting materials: N=C1C(C(=CC=C1)CC=1OC=CC1)NC(=S)NC(=O)OC (1-imino(2-furylmethyl)-2-(3-carbomethoxythioureido)benzene), ICCCC (iodobutane), CN(C=O)C (N,N-dimethylformamide), [OH-].[Na+] (sodium hydroxide). Run in O (water). Run at time 0.5 hour. Product: N=C1C(C(=CC=C1)CC=1OC=CC1)NC(SCCCC)=NC(=O)OC (1-imino(2-furylmethyl)-2-(3-carbomethoxy-S-butylisothioureido)benzene). As a reaction SMILES: [NH:1]=[C:2]1[CH:7]=[CH:6][CH:5]=[C:4]([CH2:8][C:9]2[O:10][CH:11]=[CH:12][CH:13]=2)[CH:3]1[NH:14][C:15]([NH:17][C:18]([O:20][CH3:21])=[O:19])=[S:16].I[CH2:23][CH2:24][CH2:25][CH3:26].CN(C)C=O.[OH-].[Na+]>O>[NH:1]=[C:2]1[CH:7]=[CH:6][CH:5]=[C:4]([CH2:8][C:9]2[O:10][CH:11]=[CH:12][CH:13]=2)[CH:3]1[NH:14][C:15](=[N:17][C:18]([O:20][CH3:21])=[O:19])[S:16][CH2:23][CH2:24][CH2:25][CH3:26] |f:3.4|. Procedure: To 5.0 g (0.0165 mole) of 1-imino(2-furylmethyl)-2-(3-carbomethoxythioureido)benzene and 3.6 g (0.01975 mole) of iodobutane in 80 ml. of N,N-dimethylformamide is added 0.7 g (0.0175 mole) of sodium hydroxide in 20 ml of water. The resulting mixture is stirred for 1/2 hour and the yellow precipitate that formed is separated by filtration, washed with 50 ml of water and dried to give 3.4 g of crude product, m.p. 86°-7° C. Recrystallization from ether-hexane affords 1-imino(2-furylmethyl)-2-(3-carb...